The task is: describe an organic reaction: reactants, conditions, products, and yield. This data is from the Open Reaction Database (ORD), a public repository of structured organic reaction records. Reactants: C(C)(=O)O[C@H]1[C@H](OC2=CC=C(C=C2)C(C)=O)SC[C@H]([C@@H]1OC(C)=O)OC(C)=O (4-acetylphenyl 2,3,4-tri-O-acetyl-5-thio-β-D-xylopyranoside), solution, C[O-].[Na+] (sodium methylate). The solvent is CO (methanol), CO (methanol). Product: O([C@H]1[C@H](O)[C@@H](O)[C@H](O)CS1)C1=CC=C(C=C1)C(C)=O (4-acetylphenyl 5-thio-β-D-xylopyranoside). The yield is 88.2%. As a reaction SMILES: C([O:4][C@@H:5]1[C@@H:20]([O:21]C(=O)C)[C@H:19]([O:25]C(=O)C)[CH2:18][S:17][C@H:6]1[O:7][C:8]1[CH:13]=[CH:12][C:11]([C:14](=[O:16])[CH3:15])=[CH:10][CH:9]=1)(=O)C.C[O-].[Na+]>CO>[O:7]([C:8]1[CH:9]=[CH:10][C:11]([C:14](=[O:16])[CH3:15])=[CH:12][CH:13]=1)[C@@H:6]1[S:17][CH2:18][C@@H:19]([OH:25])[C@H:20]([OH:21])[C@H:5]1[OH:4] |f:1.2|. Reported procedure: If the procedure described in Preparation LXXXIV is followed starting from 0.9 g (2.2.10-3 mol) of 4-acetylphenyl 2,3,4-tri-O-acetyl-5-thio-β-D-xylopyranoside and 0.8 ml of a solution of sodium methylate in methanol (8% w/v of Na), reacted in 50 ml of methanol for 1 h, 0.55 g (yield: 88%) of the expected product is obtained after lyophilization. The reactants are FC1=CC=C(C(=O)OC)C=C1 (methyl 4-fluorobenzoate), C(CN)N (ethylene diamine), ice hydrochloric acid. The product is NCCNC(C1=CC=C(C=C1)F)=O (N-(2-aminoethyl)-4-fluorobenzamide). RXN SMILES: [F:1][C:2]1[CH:11]=[CH:10][C:5]([C:6]([O:8]C)=O)=[CH:4][CH:3]=1.[CH2:12]([NH2:15])[CH2:13][NH2:14]>>[NH2:14][CH2:13][CH2:12][NH:15][C:6](=[O:8])[C:5]1[CH:4]=[CH:3][C:2]([F:1])=[CH:11][CH:10]=1. Procedure: 7.7 g (0.05 mol) of methyl 4-fluorobenzoate and 10 ml (0.15 mol) of ethylene diamine are heated to 130° (bath temperature) for 2 hours. The mixture is poured on to ice/hydrochloric acid and extracted with ethyl acetate in order to remove the neutral constituents. The aqueous phase is made alkaline with sodium hydroxide solution and extracted several times with chloroform. After drying and concentrating the chloroform extracts, the residue (7.6 g) is recrystallized from ethyl acetate/hexane, the ... The reactants are C(C1=CC=CC=C1)OC(=O)N[C@@H](CC1=CC=C(C=C1)OCC1=CC=CC=C1)C(=O)O (N-benzyloxycarbonyl-O-benzyl-L-tyrosine), C (Charcoal), [H-].[Na+] (sodium hydride), CI (methyl iodide). Solvent: C(C)(=O)OCC (Ethyl acetate), O (water), O1CCCC1 (tetrahydrofuran), O1CCCC1 (tetrahydrofuran), O1CCCC1 (tetrahydrofuran). Reaction conditions: time 8 hour. Product: C(C1=CC=CC=C1)OC(=O)N([C@@H](CC1=CC=C(C=C1)OCC1=CC=CC=C1)C(=O)O)C (N-benzyloxycarbonyl-N-methyl-O-benzyl-L-tyrosine). Reaction SMILES: [H-].[Na+].[CH2:3]([O:10][C:11]([NH:13][C@H:14]([C:30]([OH:32])=[O:31])[CH2:15][C:16]1[CH:21]=[CH:20][C:19]([O:22][CH2:23][C:24]2[CH:29]=[CH:28][CH:27]=[CH:26][CH:25]=2)=[CH:18][CH:17]=1)=[O:12])[C:4]1[CH:9]=[CH:8][CH:7]=[CH:6][CH:5]=1.[CH3:33]I.C>O1CCCC1.O.C(OCC)(=O)C>[CH2:3]([O:10][C:11]([N:13]([CH3:33])[C@H:14]([C:30]([OH:32])=[O:31])[CH2:15][C:16]1[CH:21]=[CH:20][C:19]([O:22][CH2:23][C:24]2[CH:25]=[CH:26][CH:27]=[CH:28][CH:29]=2)=[CH:18][CH:17]=1)=[O:12])[C:4]1[CH:9]=[CH:8][CH:7]=[CH:6][CH:5]=1 |f:0.1|. Procedure: To a mixture of sodium hydride (50%, 9.64 g., prewashed with tetrahydrofuran to remove mineral oil) and tetrahydrofuran (120 ml.) were added dropwise with stirring first a filtered solution of N-benzyloxycarbonyl-O-benzyl-L-tyrosine (16.22 g.) in tetrahydrofuran (50 ml.), then methyl iodide (20 ml.), then tetrahydrofuran (10 ml.). The resulting mixture was stirred overnight at room temperature. Ethyl acetate (200 ml.) was added, then water (6 ml.) dropwise, and stirring was continued for one hou... Reactants: CCNCC, ClCCl, CS(=O)(=O)[O-], CS(C)=O, O=C1Cc2nnc(CO)n2-c2ccc(Cl)cc2N1c1ccccc1. Product: CCN(CC)Cc1nnc2n1-c1ccc(Cl)cc1N(c1ccccc1)C(=O)C2. RXN SMILES: [CH2:30]([CH3:31])[NH:32][CH2:33][CH3:34].[CH2:39]([Cl:40])[Cl:41].[CH3:25][S:26](=[O:27])(=[O:28])[O-:29].[CH3:35][S:36]([CH3:37])=[O:38].[OH:1][CH2:2][c:3]1[n:4][n:5][c:6]2[n:7]1-[c:8]1[c:9]([cH:20][c:21]([Cl:24])[cH:22][cH:23]1)[N:10]([c:14]1[cH:15][cH:16][cH:17][cH:18][cH:19]1)[C:11](=[O:13])[CH2:12]2>>[CH2:2]([c:3]1[n:4][n:5][c:6]2[n:7]1-[c:8]1[c:9]([cH:20][c:21]([Cl:24])[cH:22][cH:23]1)[N:10]([c:14]1[cH:15][cH:16][cH:17][cH:18][cH:19]1)[C:11](=[O:13])[CH2:12]2)[N:32]([CH2:30][CH3:31])[CH2:33][CH3:34]. Procedure details: 100 mg (0.25 mmol) of the compound from Example 8 were introduced into 15 ml of dichloromethane at 0° C., 61.9 mg (0.25 mmol) of 70% pure meta-chloroperbenzoic acid were added, and the mixture was stirred at RT overnight. It was concentrated, and the residue was purified by preparative HPLC (RP18 column; mobile phase: acetonitrile/water gradient with addition of 0.1% formic acid) to result in 91 mg (88% of theory) of the title compound as mixture of diasteromers. Solvent: ClCCl (dichloromethane). RXN SMILES: [Cl:1][C:2]1[CH:7]=[C:6]([Cl:8])[CH:5]=[CH:4][C:3]=1[CH:9]([C:13]1[C:21]2[C:16](=[C:17]([CH2:23][S:24][CH3:25])[CH:18]=[C:19]([F:22])[CH:20]=2)[NH:15][CH:14]=1)[CH2:10][CH2:11][OH:12].ClC1C=CC=C(C(OO)=[O:34])C=1>ClCCl>[Cl:1][C:2]1[CH:7]=[C:6]([Cl:8])[CH:5]=[CH:4][C:3]=1[CH:9]([C:13]1[C:21]2[C:16](=[C:17]([CH2:23][S:24]([CH3:25])=[O:34])[CH:18]=[C:19]([F:22])[CH:20]=2)[NH:15][CH:14]=1)[CH2:10][CH2:11][OH:12]. The product is ClC1=C(C=CC(=C1)Cl)C(CCO)C1=CNC2=C(C=C(C=C12)F)CS(=O)C (3-(2,4-Dichlorophenyl)-3-{5-fluoro-7-[(methylsulfinyl)methyl]-1H-indol-3-yl}propan-1-ol). Run at time 8 hour. Starting materials: ClC1=C(C=CC(=C1)Cl)C(CCO)C1=CNC2=C(C=C(C=C12)F)CSC (3-(2,4-Dichlorophenyl)-3-{5-fluoro-7-[(methylsulfanyl)methyl]-1H-indol-3-yl}propan-1-ol), ClC1=CC(=CC=C1)C(=O)OO (meta-chloroperbenzoic acid). Starting materials: CC(=O)OI(OC(C)=O)c1ccccc1, CC(=O)OC(C)=O, CC(=O)O, I, O=S(=O)(O)O, O=C(O)CCCCc1ccccc1. Yields the product O=C(O)CCCCc1ccc(I)cc1. RXN SMILES: [C:15]([O:16][I:19]([c:17]1[cH:18][cH:20][cH:21][cH:22][cH:23]1)[O:24][C:25](=[O:26])[CH3:27])(=[O:28])[CH3:29].[CH3:30][C:31]([O:32][C:33](=[O:34])[CH3:35])=[O:36].[CH3:42][C:43](=[O:44])[OH:45].[I:14].[S:37](=[O:38])(=[O:39])([OH:40])[OH:41].[c:1]1([CH2:7][CH2:8][CH2:9][CH2:10][C:11](=[O:12])[OH:13])[cH:2][cH:3][cH:4][cH:5][cH:6]1>>[c:1]1([CH2:7][CH2:8][CH2:9][CH2:10][C:11](=[O:12])[OH:13])[cH:2][cH:3][c:4]([I:19])[cH:5][cH:6]1.